From a dataset of the Open Reaction Database (ORD), a public repository of structured organic reaction records. describe an organic reaction: reactants, conditions, products, and yield Starting materials: ice, alcohol, C(C)(=O)N1C=C2C=3C(=CC=C(C13)Cl)C(C(C2)NC(CCl)=O)=O (1-acetyl-4-chloroacetamido-8-chloro-3,4-dihydrobenz[cd]indol-5-(1H)-one), [BH4-].[Na+] (sodium borohydride). Run in C(C)O (ethanol). The product is C(C)(=O)N1C=C2C=3C(=CC=C(C13)Cl)[C@H]([C@@H](C2)NC(CCl)=O)O (trans-1-Acetyl-4-chloroacetamido-8-chloro-1,3,4,5-tetrahydrobenz[cd]indol-5-ol). Reaction SMILES: [C:1]([N:4]1[C:12]2[C:11]([Cl:13])=[CH:10][CH:9]=[C:8]3[C:14](=[O:22])[CH:15]([NH:17][C:18](=[O:21])[CH2:19][Cl:20])[CH2:16][C:6]([C:7]=23)=[CH:5]1)(=[O:3])[CH3:2].[BH4-].[Na+]>C(O)C>[C:1]([N:4]1[C:12]2[C:11]([Cl:13])=[CH:10][CH:9]=[C:8]3[C@@H:14]([OH:22])[C@H:15]([NH:17][C:18](=[O:21])[CH2:19][Cl:20])[CH2:16][C:6]([C:7]=23)=[CH:5]1)(=[O:3])[CH3:2] |f:1.2|. Reported procedure: An ice cold, solution of 1-acetyl-4-chloroacetamido-8-chloro-3,4-dihydrobenz[cd]indol-5-(1H)-one in ethanol is reduced with excess sodium borohydride to the subject alcohol. The reactants are CC(C)(C)OC(=O)NC1CCNCC1, CCOC1(O[Si](C)(C)C)CC1, C1CCOC1, CO. Yields the product CC(C)(C)OC(=O)NC1CCN(C2CC2)CC1. RXN SMILES: [C:1]([CH3:2])([CH3:3])([CH3:4])[O:5][C:6]([NH:7][CH:8]1[CH2:9][CH2:10][NH:11][CH2:12][CH2:13]1)=[O:14].[CH2:17]([O:18][C:20]1([O:19][Si:23]([CH3:24])([CH3:25])[CH3:26])[CH2:21][CH2:22]1)[CH3:27].[CH2:28]1[O:29][CH2:30][CH2:31][CH2:32]1.[CH3:15][OH:16]>>[C:1]([CH3:2])([CH3:3])([CH3:4])[O:5][C:6]([NH:7][CH:8]1[CH2:9][CH2:10][N:11]([CH:20]2[CH2:21][CH2:22]2)[CH2:12][CH2:13]1)=[O:14]. Yield: 0.0%. The reactants are ClC1=C(C(=C(C=C1OC)OC)Cl)C=1C=C2C=NC(=NC2=CC1)N[C@@H]1[C@H]2C[C@H]2C[C@@H]1NC(OCC[Si](C)(C)C)=O (2-(trimethylsilyl)ethyl (1S,2R,3S,5S)-2-(6-(2,6-dichloro-3,5-dimethoxyphenyl)quinazolin-2-ylamino)bicyclo[3.1.0]hexan-3-ylcarbamate), Cl (HCl). Yields the product ClC1=C(C(=C(C=C1OC)OC)Cl)C=1C=C2C=NC(=NC2=CC1)N[C@@H]1[C@H]2C[C@H]2C[C@@H]1N ((1S,2R,3S,5S)—N2-(6-(2,6-dichloro-3,5-dimethoxyphenyl)quinazolin-2-yl)bicyclo[3.1.0]hexane-2,3-diamine). As a reaction SMILES: [Cl:1][C:2]1[C:7]([O:8][CH3:9])=[CH:6][C:5]([O:10][CH3:11])=[C:4]([Cl:12])[C:3]=1[C:13]1[CH:14]=[C:15]2[C:20](=[CH:21][CH:22]=1)[N:19]=[C:18]([NH:23][C@H:24]1[C@@H:29]([NH:30]C(=O)OCC[Si](C)(C)C)[CH2:28][C@H:27]3[C@@H:25]1[CH2:26]3)[N:17]=[CH:16]2.Cl>O1CCOCC1>[Cl:12][C:4]1[C:5]([O:10][CH3:11])=[CH:6][C:7]([O:8][CH3:9])=[C:2]([Cl:1])[C:3]=1[C:13]1[CH:14]=[C:15]2[C:20](=[CH:21][CH:22]=1)[N:19]=[C:18]([NH:23][C@H:24]1[C@@H:29]([NH2:30])[CH2:28][C@H:27]3[C@@H:25]1[CH2:26]3)[N:17]=[CH:16]2. The solvent is O1CCOCC1 (dioxane). Procedure: To a solution of 2-(trimethylsilyl)ethyl (1S,2R,3S,5S)-2-(6-(2,6-dichloro-3,5-dimethoxyphenyl)quinazolin-2-ylamino)bicyclo[3.1.0]hexan-3-ylcarbamate (200 mg, 340 mmol) in dioxane (10 mL) was added 12 M conc. HCl (1 mL) at room temperature. The resulting mixture was stirred overnight, then quenched with water (50 mL), and the pH of the solution was brought to pH=8-9 with saturated solution of sodium carbonate. The solution mixture was extracted with ethyl acetate (3×50 mL), and the combined layer... Reaction conditions: time 8 hour. Reactants: C(C1=CC=CC=C1)OCCCCCC(CCCCCCCC)O (1-benzyloxy-6-tetradecanol). The reagents and catalysts are [Pd] (palladium on activated carbon). Solvent: CO (methanol). Yields the product C(CCCCC(CCCCCCCC)O)O (1,6-tetradecandiol). Isolated yield 9.7%. RXN SMILES: C([O:8][CH2:9][CH2:10][CH2:11][CH2:12][CH2:13][CH:14]([OH:23])[CH2:15][CH2:16][CH2:17][CH2:18][CH2:19][CH2:20][CH2:21][CH3:22])C1C=CC=CC=1>[Pd].CO>[CH2:9]([OH:8])[CH2:10][CH2:11][CH2:12][CH2:13][CH:14]([OH:23])[CH2:15][CH2:16][CH2:17][CH2:18][CH2:19][CH2:20][CH2:21][CH3:22]. Reported procedure: The resulting compound, 1-benzyloxy-6-tetradecanol (16 g), was hydrogenated overnight using 100 mg of 10% palladium on activated carbon (Degussa AG; Frankfurt, Germany) in 100 ml of methanol to yield 1,6-tetradecandiol (11.1 g, 4.85 mmol). This diol compound, in 100 ml of methylene:pyridine (9:1), was treated with trityl chloride (13.5 g, 4.85 mmol). The mixture was stirred for 4 hours, then washed with ice-cold 10% HCl until the aqueous phase was acidic. Washing in brine then followed this unti... Yields the product CC(C)(C)OC(=O)CN1C(=O)SC(=Cc2csc(NC(c3ccccc3)(c3ccccc3)c3ccccc3)n2)C1=O. Reaction SMILES: [C:1]([c:2]1[cH:3][cH:4][cH:5][cH:6][cH:7]1)([c:8]1[cH:9][cH:10][cH:11][cH:12][cH:13]1)([c:14]1[cH:15][cH:16][cH:17][cH:18][cH:19]1)[NH:20][c:21]1[s:22][cH:23][c:24]([CH:26]=[O:27])[n:25]1.[CH2:43]1[CH2:44][CH2:45][NH:46][CH2:47][CH2:48]1.[CH3:49][CH2:50][OH:51].[O:28]=[C:29]1[S:30][CH2:31][C:32](=[O:42])[N:33]1[CH2:34][C:35](=[O:36])[O:37][C:38]([CH3:39])([CH3:40])[CH3:41]>>[C:1]([c:2]1[cH:3][cH:4][cH:5][cH:6][cH:7]1)([c:8]1[cH:9][cH:10][cH:11][cH:12][cH:13]1)([c:14]1[cH:15][cH:16][cH:17][cH:18][cH:19]1)[NH:20][c:21]1[s:22][cH:23][c:24]([CH:26]=[C:31]2[S:30][C:29](=[O:28])[N:33]([CH2:34][C:35](=[O:36])[O:37][C:38]([CH3:39])([CH3:40])[CH3:41])[C:32]2=[O:42])[n:25]1. Reactants: O=Cc1csc(NC(c2ccccc2)(c2ccccc2)c2ccccc2)n1, C1CCNCC1, CCO, CC(C)(C)OC(=O)CN1C(=O)CSC1=O. Reactants: [H-].[Na+] (sodium hydride), ClC=1OC2=C(N1)C=CC=C2 (2-chlorobenzoxazole), ClC1=CC=C(C=C1)C(OC1CCN(CC1)CCO)C1=NC=CC=C1 (2-[4-[(4-chlorophenyl)-2-pyridylmethoxy]-1-piperidyl]ethanol). As a reaction SMILES: [Cl:1][C:2]1[CH:7]=[CH:6][C:5]([CH:8]([C:19]2[CH:24]=[CH:23][CH:22]=[CH:21][N:20]=2)[O:9][CH:10]2[CH2:15][CH2:14][N:13]([CH2:16][CH2:17][OH:18])[CH2:12][CH2:11]2)=[CH:4][CH:3]=1.[H-].[Na+].Cl[C:28]1[O:29][C:30]2[CH:36]=[CH:35][CH:34]=[CH:33][C:31]=2[N:32]=1>C1(C)C=CC=CC=1>[Cl:1][C:2]1[CH:3]=[CH:4][C:5]([CH:8]([C:19]2[CH:24]=[CH:23][CH:22]=[CH:21][N:20]=2)[O:9][CH:10]2[CH2:15][CH2:14][N:13]([CH2:16][CH2:17][O:18][C:28]3[O:29][C:30]4[CH:36]=[CH:35][CH:34]=[CH:33][C:31]=4[N:32]=3)[CH2:12][CH2:11]2)=[CH:6][CH:7]=1 |f:1.2|. Isolated yield 35.0%. Procedure details: To a solution of 2.35 g (6.78 mmol) of 2-[4-[(4-chlorophenyl)-2-pyridylmethoxy]-1piperidyl]ethanol obtained in Example 10 dissolved in 20 ml of toluene was added 0.53 g (13.25 mmol) of sodium hydride (60% dispersion in mineral oil), and 1.25 g (8.14 mmol) of 2-chlorobenzoxazole was added to the mixed solution. The mixture stirred under reflux for 7 hours. After the reaction, the insolubles were filtered off, and the filtrate was concentrated under reduced pressure. The residue was separated by s... The product is ClC1=CC=C(C=C1)C(OC1CCN(CC1)CCOC=1OC2=C(N1)C=CC=C2)C2=NC=CC=C2 (2-[2-[4-[(4-chlorophenyl)-2-pyridylmethoxy]-1-piperidyl]ethoxy]benzoxazole). Run in C1(=CC=CC=C1)C (toluene).